From a dataset of the Open Reaction Database (ORD), a public repository of structured organic reaction records. describe an organic reaction: reactants, conditions, products, and yield Starting materials: BrC1=NC(=CC=C1)COC (2-bromo-6-(methoxymethyl)pyridine), NC=1SC(=CC1C(=O)N)C1=C(C=CC(=C1)Cl)Cl (2-amino-5-(2,5-dichlorophenyl)thiophene-3-carboxamide). The product is ClC1=C(C=C(C=C1)Cl)C1=CC(=C(S1)NC1=NC(=CC=C1)COC)C(=O)N (5-(2,5-Dichlorophenyl)-2-{[6-(methoxymethyl)pyridin-2-yl]amino}thiophene-3-carboxamide). RXN SMILES: Br[C:2]1[CH:7]=[CH:6][CH:5]=[C:4]([CH2:8][O:9][CH3:10])[N:3]=1.[NH2:11][C:12]1[S:13][C:14]([C:20]2[CH:25]=[C:24]([Cl:26])[CH:23]=[CH:22][C:21]=2[Cl:27])=[CH:15][C:16]=1[C:17]([NH2:19])=[O:18]>>[Cl:27][C:21]1[CH:22]=[CH:23][C:24]([Cl:26])=[CH:25][C:20]=1[C:14]1[S:13][C:12]([NH:11][C:2]2[CH:7]=[CH:6][CH:5]=[C:4]([CH2:8][O:9][CH3:10])[N:3]=2)=[C:16]([C:17]([NH2:19])=[O:18])[CH:15]=1. Procedure: The title compound was prepared as described in Example 1 using 2-bromo-6-(methoxymethyl)pyridine (105 mg, 0.520 mmol) (for preparation, see Journal of Organic Chemistry 1993, 58, 4389-97) and 2-amino-5-(2,5-dichlorophenyl)thiophene-3-carboxamide (152 mg, 0.530 mmol) as starting materials. Reactants: O.NN (hydrazine hydrate), C1(C=2C(C(N1CCCOC1=C3CCCC(C3=CC=C1)N(C)C)=O)=CC=CC2)=O (5-(3-phthalimidopropoxy)-1-dimethylamino-1,2,3,4-tetrahydronaphthalene). Solvent: C(C)O (ethanol). The product is NCCCOC1=C2CCCC(C2=CC=C1)N(C)C (5-(3-Aminopropoxy)-1-dimethylamino-1,2,3,4-tetrahydronaphthalene). As a reaction SMILES: O.NN.C1(=O)[N:8]([CH2:9][CH2:10][CH2:11][O:12][C:13]2[CH:22]=[CH:21][CH:20]=[C:19]3[C:14]=2[CH2:15][CH2:16][CH2:17][CH:18]3[N:23]([CH3:25])[CH3:24])C(=O)C2=CC=CC=C12>C(O)C>[NH2:8][CH2:9][CH2:10][CH2:11][O:12][C:13]1[CH:22]=[CH:21][CH:20]=[C:19]2[C:14]=1[CH2:15][CH2:16][CH2:17][CH:18]2[N:23]([CH3:24])[CH3:25] |f:0.1|. Reported procedure: 4.4 ml of 99% hydrazine hydrate are added to a stirred solution of 5-(3-phthalimidopropoxy)-1-dimethylamino-1,2,3,4-tetrahydronaphthalene (26.8 g prepared in the preceding step) in absolute ethanol (270 ml). The reaction mixture is stirred and heated to reflux for 3 hours, allowed to cool, filtered and the filtrate evaporated in vacuo. The yellow residue is triturated in 5% HCl (250 ml), the suspension filtered and the solid washed with 5% HCl. The clear yellow filtrate is extracted with diethyl... Reactants: CC(C)(C)OC(=O)N1CCC(Cn2nc(C(N)=O)c3c2-c2nc(I)ncc2CC3)CC1, O=C([O-])[O-], C1COCCO1, ClCCl, [Cs+], [Cs+], OB(O)c1c(F)cccc1F, O. The product is CC(C)(C)OC(=O)N1CCC(Cn2nc(C(N)=O)c3c2-c2nc(-c4c(F)cccc4F)ncc2CC3)CC1. RXN SMILES: [C:1]([NH2:2])(=[O:3])[c:4]1[n:5][n:6]([CH2:18][CH:19]2[CH2:20][CH2:21][N:22]([C:25](=[O:26])[O:27][C:28]([CH3:29])([CH3:30])[CH3:31])[CH2:23][CH2:24]2)[c:7]2[c:8]1[CH2:9][CH2:10][c:11]1[cH:12][n:13][c:14]([I:17])[n:15][c:16]1-2.[C:46](=[O:47])([O-:48])[O-:49].[CH2:52]1[O:53][CH2:54][CH2:55][O:56][CH2:57]1.[Cl:43][CH2:44][Cl:45].[Cs+:50].[Cs+:51].[F:32][c:33]1[c:34]([B:40]([OH:41])[OH:42])[c:35]([F:39])[cH:36][cH:37][cH:38]1.[OH2:58]>>[C:1]([NH2:2])(=[O:3])[c:4]1[n:5][n:6]([CH2:18][CH:19]2[CH2:20][CH2:21][N:22]([C:25](=[O:26])[O:27][C:28]([CH3:29])([CH3:30])[CH3:31])[CH2:23][CH2:24]2)[c:7]2[c:8]1[CH2:9][CH2:10][c:11]1[cH:12][n:13][c:14](-[c:34]3[c:33]([F:32])[cH:38][cH:37][cH:36][c:35]3[F:39])[n:15][c:16]1-2. Starting materials: ClC=1C=C(C(=O)NNC(CCl)=O)C=CC1Cl (3,4-dichloro-N′-(2-chloroacetyl)benzohydrazide), compound A, C(=O)([O-])[O-].[K+].[K+] (K2CO3). The solvent is CC(=O)C (acetone). The product is ClCC=1OC(=NN1)C1=CC(=C(C=C1)Cl)Cl (2-(chloromethyl)-5-(3,4-dichlorophenyl)-1,3,4-oxadiazole), material. Isolated yield 40.0%. RXN SMILES: [Cl:1][C:2]1[CH:3]=[C:4]([CH:13]=[CH:14][C:15]=1[Cl:16])[C:5]([NH:7][NH:8][C:9](=[O:12])[CH2:10][Cl:11])=O.C([O-])([O-])=O.[K+].[K+]>CC(C)=O>[Cl:11][CH2:10][C:9]1[O:12][C:5]([C:4]2[CH:13]=[CH:14][C:15]([Cl:16])=[C:2]([Cl:1])[CH:3]=2)=[N:7][N:8]=1 |f:1.2.3|. Reported procedure: A mixture of compound 9 (120 mg, 0.263 mmol), compound A (76 mg, 0.263 mmol) and K2CO3 (72.58 mg, 0.526 mmol) was heated under reflux in 25 ml of acetone for 3 hours. The reaction mixture was cooled to ambient temperature, filtered and the filtrate was evaporated to obtain crude residue which was purified by column chromatography using MeOH/DCM (15:85) as an eluent to obtain compound 10 as a yellow colored gummy material (75 mg). Yield: 40%. Starting materials: FC1=CC(=C(C=C1)NC1=CC(=C(C=C1)C(=O)C1=C(C=CC(=C1)OCCCO)C)[N+](=O)[O-])C ([4-(4-Fluoro-2-methyl-phenylamino)-2-nitro-phenyl]-[5-(3-hydroxy-propoxy)-2-methyl-phenyl]-methanone). The reagents and catalysts are [Pd] (palladium on charcoal). The solvent is CO (MeOH). Reaction conditions: time 1 hour. The product is NC1=C(C=CC(=C1)NC1=C(C=C(C=C1)F)C)C(=O)C1=C(C=CC(=C1)OCCCO)C ([2-Amino-4-(4-fluoro-2-methyl-phenylamino)-phenyl]-[5-(3-hydroxy-propoxy)-2-methyl-phenyl]-methanone). As a reaction SMILES: [F:1][C:2]1[CH:7]=[CH:6][C:5]([NH:8][C:9]2[CH:14]=[CH:13][C:12]([C:15]([C:17]3[CH:22]=[C:21]([O:23][CH2:24][CH2:25][CH2:26][OH:27])[CH:20]=[CH:19][C:18]=3[CH3:28])=[O:16])=[C:11]([N+:29]([O-])=O)[CH:10]=2)=[C:4]([CH3:32])[CH:3]=1>CO.[Pd]>[NH2:29][C:11]1[CH:10]=[C:9]([NH:8][C:5]2[CH:6]=[CH:7][C:2]([F:1])=[CH:3][C:4]=2[CH3:32])[CH:14]=[CH:13][C:12]=1[C:15]([C:17]1[CH:22]=[C:21]([O:23][CH2:24][CH2:25][CH2:26][OH:27])[CH:20]=[CH:19][C:18]=1[CH3:28])=[O:16]. Procedure: Compound 299 (0.026 g, 0.059 mmol) was dissolved in MeOH (2 mL). A catalytic amount of palladium on charcoal was added and the mixture was stirred under a hydrogen atmosphere for 1 h. The suspension was filtered and the filtrate was concentrated in vacuo. The crude product was purified by flash chromatography using EtOAc/petroleum ether (40-60) 1:1→3:1 as the eluent. This afforded the title compound. 1H NMR (CDCl3) δ 7.18 (dd, 1H), 7.11 (d, 1H), 7.03 (d, 1H), 7.00-6.80 (m, 3H), 6.76 (d, 1H), 6.4... Starting materials: C(CCC)[Sn](C=1SC=CC1)(CCCC)CCCC (tri-n-butyl(2-thienyl)stannane), tetrakis (triphenylphosphine)palladium (0), BrC=1C=C2C(=NC=NC2=CC1)Cl (6-bromo-4-chloroquinazoline). Run in C1(=CC=CC=C1)C (toluene). Reaction conditions: temperature 80 celsius, time 24 hour. The product is BrC=1C=C2C(=NC=NC2=CC1)C=1SC=CC1 (6-Bromo-4-(2-thienyl)quinazoline). Reaction SMILES: [Br:1][C:2]1[CH:3]=[C:4]2[C:9](=[CH:10][CH:11]=1)[N:8]=[CH:7][N:6]=[C:5]2Cl.C([Sn](CCCC)(CCCC)[C:18]1[S:19][CH:20]=[CH:21][CH:22]=1)CCC>C1(C)C=CC=CC=1>[Br:1][C:2]1[CH:3]=[C:4]2[C:9](=[CH:10][CH:11]=1)[N:8]=[CH:7][N:6]=[C:5]2[C:18]1[S:19][CH:20]=[CH:21][CH:22]=1. Procedure details: 0.6 g 6-bromo-4-chloroquinazoline was dissolved in 18 mL toluene, and 0.82 mL tri-n-butyl(2-thienyl)stannane and 0.14 g tetrakis (triphenylphosphine)palladium (0) were added thereto and stirred at 80° C. for 24 hours under nitrogen atmosphere. After the solvent was evaporated, the residue was purified by silica gel chromatography (hexane/ethyl acetate), to give 0.29 g of the title compound as yellow crystals. The reactants are COC1=C(C=CC(=C1)C(F)(F)F)B(O)O (2-methoxy-4-(trifluoromethyl)phenyl boronic acid), C(C1=CC=CC=C1)SC=1C=NC2=C(N=CC=C2C1)Cl (3-(benzylthio)-8-chloro-1,7-naphthyridine), [O-]P(=O)([O-])[O-].[K+].[K+].[K+] (potassium phosphate tribasic), O1CCOCC1 (dioxane). The reagents and catalysts are C(C)(C)(C)C=1C(=C(C=CC1NC)[Pd]Cl)C(C)(C)C ((di-t-butyl-p-methylaminophenyl]palladium(II) chloride). Run in O (water). Run at temperature 60 celsius. Yields the product C(C1=CC=CC=C1)SC=1C=NC2=C(N=CC=C2C1)C1=C(C=C(C=C1)C(F)(F)F)OC (3-(benzylthio)-8-(2-methoxy-4-(trifluoromethyl)phenyl)-1,7-naphthyridine). Isolated yield 91.1%. As a reaction SMILES: [CH3:1][O:2][C:3]1[CH:8]=[C:7]([C:9]([F:12])([F:11])[F:10])[CH:6]=[CH:5][C:4]=1B(O)O.[CH2:16]([S:23][C:24]1[CH:25]=[N:26][C:27]2[C:32]([CH:33]=1)=[CH:31][CH:30]=[N:29][C:28]=2Cl)[C:17]1[CH:22]=[CH:21][CH:20]=[CH:19][CH:18]=1.[O-]P([O-])([O-])=O.[K+].[K+].[K+].O1CCOCC1>C(C1C(C(C)(C)C)=C([Pd]Cl)C=CC=1NC)(C)(C)C.O>[CH2:16]([S:23][C:24]1[CH:25]=[N:26][C:27]2[C:32]([CH:33]=1)=[CH:31][CH:30]=[N:29][C:28]=2[C:4]1[CH:5]=[CH:6][C:7]([C:9]([F:12])([F:11])[F:10])=[CH:8][C:3]=1[O:2][CH3:1])[C:17]1[CH:18]=[CH:19][CH:20]=[CH:21][CH:22]=1 |f:2.3.4.5|. Procedure: To a vial charged with 2-methoxy-4-(trifluoromethyl)phenyl boronic acid (Combi-Blocks, San Diego, Calif.) (0.268 g, 1.216 mmol), 3-(benzylthio)-8-chloro-1,7-naphthyridine (0.218 g, 0.760 mmol), and potassium phosphate tribasic (0.189 ml, 2.280 mmol) was added dioxane (3.05 ml) and water (1.016 ml). The mixture was purged with argon prior to the addition of 1,1-bis[(di-t-butyl-p-methylaminophenyl]palladium(II) chloride (0.054 g, 0.076 mmol). The vessel was sealed and heated to 60° C. overnight. A... The reactants are CCCCCCCCCCCCCCCCCCCNc1ccc(C(=O)O)cc1, CN(C)P(=O)(N(C)C)N(C)C, OCC(O)CCl, [H-], [Na+]. Yields the product CCCCCCCCCCCCCCCCCCCNc1ccc(C(=O)OCC(O)CO)cc1. Reaction SMILES: [CH2:1]([CH2:2][CH2:3][CH2:4][CH2:5][CH2:6][CH2:7][CH2:8][CH2:9][CH2:10][CH2:11][CH2:12][CH2:13][CH2:14][CH2:15][CH2:16][CH2:17][CH2:18][CH3:19])[NH:20][c:21]1[cH:22][cH:23][c:24]([C:25](=[O:26])[OH:27])[cH:28][cH:29]1.[CH3:38][N:39]([P:40]([N:41]([CH3:42])[CH3:43])([N:44]([CH3:45])[CH3:46])=[O:47])[CH3:48].[Cl:32][CH2:33][CH:34]([CH2:35][OH:36])[OH:37].[H-:30].[Na+:31]>>[CH2:1]([CH2:2][CH2:3][CH2:4][CH2:5][CH2:6][CH2:7][CH2:8][CH2:9][CH2:10][CH2:11][CH2:12][CH2:13][CH2:14][CH2:15][CH2:16][CH2:17][CH2:18][CH3:19])[NH:20][c:21]1[cH:22][cH:23][c:24]([C:25](=[O:26])[O:27][CH2:33][CH:34]([CH2:35][OH:36])[OH:37])[cH:28][cH:29]1.